Task: describe an organic reaction: reactants, conditions, products, and yield. Dataset: the Open Reaction Database (ORD), a public repository of structured organic reaction records The reactants are N1=CC=CC=C1 (pyridine), FC1=C(C=CC=C1)CC(=O)Cl (2-(2-fluorophenyl)acetyl chloride), CC(C)(C1=CC(=CC=C1)Cl)NC(C(C)=O)C (N-[1-methyl-1-(3-chlorophenyl)ethyl]-N-(1-methyl-2-oxopropyl)amine), O (water). The solvent is ClCCl (dichloromethane). Run at time 1 hour. Product: CC(C)(C1=CC(=CC=C1)Cl)N(C(CC1=C(C=CC=C1)F)=O)C(C(C)=O)C (N-[1-methyl-1-(3chlorophenyl)ethyl]-N-(1-methyl-2-oxopropyl)-2-(2-fluorophenyl)acetamide). Yield: 47.8%. Reaction SMILES: N1C=CC=CC=1.[F:7][C:8]1[CH:13]=[CH:12][CH:11]=[CH:10][C:9]=1[CH2:14][C:15](Cl)=[O:16].[CH3:18][C:19]([NH:28][CH:29]([CH3:33])[C:30](=[O:32])[CH3:31])([C:21]1[CH:26]=[CH:25][CH:24]=[C:23]([Cl:27])[CH:22]=1)[CH3:20].O>ClCCl>[CH3:20][C:19]([N:28]([CH:29]([CH3:33])[C:30](=[O:32])[CH3:31])[C:15](=[O:16])[CH2:14][C:9]1[CH:10]=[CH:11][CH:12]=[CH:13][C:8]=1[F:7])([C:21]1[CH:26]=[CH:25][CH:24]=[C:23]([Cl:27])[CH:22]=1)[CH3:18]. Procedure details: In 30 ml of dichloromethane containing 4.0 g of pyridine, 5.0 g of 2-(2-fluorophenyl)acetyl chloride was added dropwise to 3.2 g of N-[1-methyl-1-(3-chlorophenyl)ethyl]-N-(1-methyl-2-oxopropyl)amine at 20° to 30° C. After stirring for 1 hour, the solution was poured into water, and then extracted with dichloromethane. Next, the solution was washed with a saturated aqueous sodium bicarbonate solution, dried over anhydrous sodium sulfate, concentrated by an evaporator, and then subjected to column... Reactants: C(C)(C)(C)OC(NCCCCNCC1=NC=CC=C1C1=CC=CC=C1)=O ({4-[(3-Phenyl-pyridin-2-ylmethyl)-amino]-butyl}-carbamic acid tert-butyl ester), CC=1C(=NC=C(C1)C)C=O (3,5-Dimethyl-pyridine-2-carbaldehyde), [BH-](OC(=O)C)(OC(=O)C)OC(=O)C.[Na+] (NaBH(OAc)3). Product: C(C)(C)(C)OC(NCCCCN(CC1=NC=CC=C1C1=CC=CC=C1)CC1=NC=C(C=C1C)C)=O ({4-[(3,5-Dimethyl-pyridin-2-ylmethyl)-(3-phenyl-pyridin-2-ylmethyl)-amino]-butyl}-carbamic acid tert-butyl ester). As a reaction SMILES: [C:1]([O:5][C:6](=[O:26])[NH:7][CH2:8][CH2:9][CH2:10][CH2:11][NH:12][CH2:13][C:14]1[C:19]([C:20]2[CH:25]=[CH:24][CH:23]=[CH:22][CH:21]=2)=[CH:18][CH:17]=[CH:16][N:15]=1)([CH3:4])([CH3:3])[CH3:2].[CH3:27][C:28]1[C:29]([CH:35]=O)=[N:30][CH:31]=[C:32]([CH3:34])[CH:33]=1.[BH-](OC(C)=O)(OC(C)=O)OC(C)=O.[Na+]>>[C:1]([O:5][C:6](=[O:26])[NH:7][CH2:8][CH2:9][CH2:10][CH2:11][N:12]([CH2:35][C:29]1[C:28]([CH3:27])=[CH:33][C:32]([CH3:34])=[CH:31][N:30]=1)[CH2:13][C:14]1[C:19]([C:20]2[CH:25]=[CH:24][CH:23]=[CH:22][CH:21]=2)=[CH:18][CH:17]=[CH:16][N:15]=1)([CH3:4])([CH3:2])[CH3:3] |f:2.3|. Procedure details: Using General Procedure B, reaction of {4-[(3-Phenyl-pyridin-2-ylmethyl)-amino]-butyl}-carbamic acid tert-butyl ester, 3,5-Dimethyl-pyridine-2-carbaldehyde and NaBH(OAc)3 gave {4-[(3,5-Dimethyl-pyridin-2-ylmethyl)-(3-phenyl-pyridin-2-ylmethyl)-amino]-butyl}-carbamic acid tert-butyl ester as a colorless oil. 1H NMR (CDCl3) δ 1.03-1.21 (m, 4H), 1.44 (s, 9H), 1.89 (s, 3H), 2.24 (s, 3H), 2.29-2.40 (m, 2H), 2.76-2.90 (m, 2H), 3.63 (s, 2H), 3.79 (s, 2H), 4.85 (s, 1H), 7.09 (s, 1H), 7.26 (dd, 1H, J=7.6... Starting materials: N(=NC(=O)OCC)C(=O)OCC (Diethyl azodicarboxylate), O[C@H]1C[C@H](CC1)NC(OCC1=CC=CC=C1)=O (N-(cis-3-hydroxycyclopentyl)carbamic acid, (phenylmethyl) ester), C1(=CC=CC=C1)P(C1=CC=CC=C1)C1=CC=CC=C1 (triphenylphosphine), C(=O)O (formic acid). The solvent is C1CCOC1 (THF), C1CCCCC1 (cyclohexane), CCOCC (ether). Reaction conditions: time 2 hour. The product is C(=O)O[C@@H]1C[C@H](CC1)NC(OCC1=CC=CC=C1)=O (trans-N-[3-(Formyloxy)cyclopentyl]carbamic acid, (phenylmethyl) ester). The yield is 88.6%. As a reaction SMILES: N(C(OCC)=O)=N[C:3](OCC)=[O:4].[OH:13][C@@H:14]1[CH2:18][CH2:17][C@H:16]([NH:19][C:20](=[O:29])[O:21][CH2:22][C:23]2[CH:28]=[CH:27][CH:26]=[CH:25][CH:24]=2)[CH2:15]1.C1(P(C2C=CC=CC=2)C2C=CC=CC=2)C=CC=CC=1.C(O)=O>C1COCC1.CCOCC.C1CCCCC1>[CH:3]([O:13][C@H:14]1[CH2:18][CH2:17][C@H:16]([NH:19][C:20](=[O:29])[O:21][CH2:22][C:23]2[CH:28]=[CH:27][CH:26]=[CH:25][CH:24]=2)[CH2:15]1)=[O:4]. Reported procedure: Diethyl azodicarboxylate (1.78 g) was added dropwise to a stirred solution of N-(cis-3-hydroxycyclopentyl)carbamic acid, (phenylmethyl) ester (1.19 g), triphenylphosphine (2.68 g) and formic acid (0.47 g) in THF (65 ml) under nitrogen at room temperature. The resulting solution was stirred for 2 h, and concentrated to give a residue which was stirred in ether (20 ml) at ca -10° under nitrogen for 1 h. The mixture was diluted with cyclohexane (20 ml), and the solid was filtered off and washed wit... Starting materials: C1(=CC=CC=C1)N1C=CC=2N1C(C(=CN2)C(=O)O)=O (1-phenyl-7-oxo-1H,7H-pyrazolo[1,5-a]pyrimidine-6-carboxylic acid), S(=O)(Cl)Cl (thionyl chloride), O1CCOCC1 (dioxane). Yields the product C1(=CC=CC=C1)N1C=CC=2N1C(C(=CN2)C(=O)OCCN(CC)CC)=O (1-phenyl-7-oxo-1H,7H-pyrazolo[1,5-a]pyrimidine-6-carboxylic acid, 2-(diethylamino)-ethyl ester). RXN SMILES: [C:1]1([N:7]2[N:11]3[C:12](=[O:19])[C:13]([C:16]([OH:18])=[O:17])=[CH:14][N:15]=[C:10]3[CH:9]=[CH:8]2)[CH:6]=[CH:5][CH:4]=[CH:3][CH:2]=1.S(Cl)(Cl)=O.O1[CH2:29][CH2:28]OCC1>>[C:1]1([N:7]2[N:11]3[C:12](=[O:19])[C:13]([C:16]([O:18][CH2:2][CH2:1][N:7]([CH2:28][CH3:29])[CH2:8][CH3:9])=[O:17])=[CH:14][N:15]=[C:10]3[CH:9]=[CH:8]2)[CH:6]=[CH:5][CH:4]=[CH:3][CH:2]=1. Reported procedure: 1-phenyl-7-oxo-1H,7H-pyrazolo[1,5-a]pyrimidine-6-carboxylic acid (1.2 g) was reacted with thionyl chloride (0.8 ml) in dioxane (30 ml) at the reflux temperature for 3 hours, then the mixture was evaporated in vacuo to dryness. The residue was dissolved in dioxane (30 ml) and reacted with 2-(diethylamino)-ethanol (1.2 g) at room temperature for 24 hours. After dilution with water and alkalinization with Na2CO3 the precipitate was extracted with ethyl acetate: evaporation to dryness and crystalliz... The reactants are Br.C(C)[C@H]1CC[C@@H]([C@@H](N1)C1=CC=CC=C1)[N+](=O)[O-] ((2S,3S,6S)-6-Ethyl-3-nitro-2-phenyl-piperidine HBr salt). Reagents/catalysts: [Ni] (Raney nickel). Run in CO (methanol). Run at time 4 hour. Product: C(C)C1CCC(C(N1)C1=CC=CC=C1)N (racemic 6-Ethyl-2-phenyl-piperidin-3-ylamine). Yield: 72.3%. Reaction SMILES: Br.[CH2:2]([C@@H:4]1[NH:9][C@@H:8]([C:10]2[CH:15]=[CH:14][CH:13]=[CH:12][CH:11]=2)[C@@H:7]([N+:16]([O-])=O)[CH2:6][CH2:5]1)[CH3:3]>CO.[Ni]>[CH2:2]([CH:4]1[NH:9][CH:8]([C:10]2[CH:15]=[CH:14][CH:13]=[CH:12][CH:11]=2)[CH:7]([NH2:16])[CH2:6][CH2:5]1)[CH3:3] |f:0.1|. Procedure: To a 250 ml Parr bottle was charged 1 gm (3.18 mmol) of the (2S,3S,6S)-6-Ethyl-3-nitro-2-phenyl-piperidine HBr salt prepared above in 60 ml of methanol. To the resulting solutionwas added an excess of commercial Raney nickel which had been exhaustively washed with deionized water until the supernatant was pH 7.00. The reaction mixture was placed under 50 p.s.i. in a Parr Hydrogenator and shaken for 4 hrs. The reaction mixture was filtered through celite and the filtrate was evaporated in vacuo. ... Starting materials: BrC1=CC(=C(C=O)C=C1)F (4-bromo-2-fluorobenzaldehyde), C(CC)[Mg]Cl (n-propylmagnesium chloride). Solvent: O1CCCC1 (tetrahydrofuran). Reaction conditions: temperature 0 celsius, time 2 hour. Yields the product BrC1=CC(=C(C=C1)C(CCC)O)F ((+/−)-1-(4-bromo-2-fluorophenyl)butan-1-ol). Isolated yield 59.4%. RXN SMILES: [Br:1][C:2]1[CH:9]=[CH:8][C:5]([CH:6]=[O:7])=[C:4]([F:10])[CH:3]=1.[CH2:11]([Mg]Cl)[CH2:12][CH3:13]>O1CCCC1>[Br:1][C:2]1[CH:9]=[CH:8][C:5]([CH:6]([OH:7])[CH2:11][CH2:12][CH3:13])=[C:4]([F:10])[CH:3]=1. Reported procedure: To a −78° C. solution of 4-bromo-2-fluorobenzaldehyde (600 mg, 3 mmol) in tetrahydrofuran (10 mL) was added n-propylmagnesium chloride (2.22 mL, 4.43 mmol) dropwise over 20 minutes. The reaction was warmed to 0° C. and stirred for 2 hours. The reaction was quenched with saturated aqueous ammonium chloride, extracted with ethyl acetate (3×), dried over sodium sulfate, filtered, and concentrated. Purification by preparatory thin layer chromatography gave (+/−)-1-(4-bromo-2-fluorophenyl)butan-1-ol ... Reactants: [BH4-], CC(=O)Nc1cc(F)c(F)c2c1CCCC2=O, CCO, ClC(Cl)Cl, [Na+], O=C(O)CC(O)(CC(=O)O)C(=O)O. Product: CC(=O)Nc1cc(F)c(F)c2c1CCCC2. RXN SMILES: [BH4-:21].[C:1]([CH3:2])(=[O:3])[NH:4][c:5]1[c:6]2[c:11]([c:12]([F:16])[c:13]([F:15])[cH:14]1)[C:10](=[O:17])[CH2:9][CH2:8][CH2:7]2.[CH3:18][CH2:19][OH:20].[CH:36]([Cl:37])([Cl:38])[Cl:39].[Na+:22].[OH:23][C:24]([CH2:25][C:26]([C:27](=[O:28])[OH:29])([CH2:30][C:31](=[O:32])[OH:33])[OH:34])=[O:35]>>[C:1]([CH3:2])(=[O:3])[NH:4][c:5]1[c:6]2[c:11]([c:12]([F:16])[c:13]([F:15])[cH:14]1)[CH2:10][CH2:9][CH2:8][CH2:7]2. Starting materials: FC=1C=C(C=C(C1)F)CN ((3,5-difluorophenyl)methanamine), ClC1=NC(N2C(N(CCC2)C)=C1)=O (8-chloro-1-methyl-3,4-dihydro-1H-pyrimido[1,6-a]pyrimidin-6(2H)-one). The product is FC=1C=C(CNC2=NC(N3C(N(CCC3)C)=C2)=O)C=C(C1)F (8-((3,5-difluorobenzyl)amino)-1-methyl-3,4-dihydro-1H-pyrimido[1,6-a]pyrimidin-6(2H)-one). Reaction SMILES: [F:1][C:2]1[CH:3]=[C:4]([CH2:9][NH2:10])[CH:5]=[C:6]([F:8])[CH:7]=1.Cl[C:12]1[CH:22]=[C:16]2[N:17]([CH3:21])[CH2:18][CH2:19][CH2:20][N:15]2[C:14](=[O:23])[N:13]=1>>[F:1][C:2]1[CH:3]=[C:4]([CH:5]=[C:6]([F:8])[CH:7]=1)[CH2:9][NH:10][C:12]1[CH:22]=[C:16]2[N:17]([CH3:21])[CH2:18][CH2:19][CH2:20][N:15]2[C:14](=[O:23])[N:13]=1. Procedure: The title compound or its salt was prepared by a procedure similar to that described for E59 starting from (3,5-difluorophenyl)methanamine and 8-chloro-1-methyl-3,4-dihydro-1H-pyrimido[1,6-a]pyrimidin-6(2H)-one.